Task: describe an organic reaction: reactants, conditions, products, and yield. Dataset: the Open Reaction Database (ORD), a public repository of structured organic reaction records The reactants are C(C)(=O)OC1[C@H](OC(C)=O)[C@@H](OC(C)=O)[C@H](OC(C)=O)[C@H](O1)C(=O)OC (Methyl 1,2,3,4-tetra-O-acetyl-D-glucopyranuronate), C(C1=CC=CC=C1)N (benzylamine). Solvent: CN(C)C=O (DMF). Run at time 16 hour. The product is C(C)(=O)O[C@H]1C(O)O[C@@H]([C@H]([C@@H]1OC(C)=O)OC(C)=O)C(=O)OC (methyl 2,3,4-tri-O-acetyl-D-glucopyranuronate). Isolated yield 84.0%. Reaction SMILES: C([O:4][CH:5]1[O:22][C@H:21]([C:23]([O:25][CH3:26])=[O:24])[C@@H:16]([O:17][C:18](=[O:20])[CH3:19])[C@H:11]([O:12][C:13](=[O:15])[CH3:14])[C@H:6]1[O:7][C:8](=[O:10])[CH3:9])(=O)C.C(N)C1C=CC=CC=1>CN(C=O)C>[C:8]([O:7][C@@H:6]1[C@@H:11]([O:12][C:13](=[O:15])[CH3:14])[C@H:16]([O:17][C:18](=[O:20])[CH3:19])[C@@H:21]([C:23]([O:25][CH3:26])=[O:24])[O:22][CH:5]1[OH:4])(=[O:10])[CH3:9]. Procedure: Methyl 1,2,3,4-tetra-O-acetyl-D-glucopyranuronate F13-2 (1.2 g, 3.2 mmol) was dissolved in dry DMF (10 mL) under N2. To the solution, benzylamine (0.42 mL, 3.8 mmol) was added. The mixture was stirred at r.t. for 16 hours. The solvent was removed under reduced pressure and the residue was purified by flash chromatography (Hexane:EtOAc=1:2, by volume) to afford a white solid F13c in 84% yield. 1H NMR (600 MHz, CDCl3) δ 5.50-5.55 (m, 1H), 5.11-5.27 (m, 1H), 4.85-4.91 (m, 1H), 5.39-4.56 (m, 2H), 3.... Yields the product OC1CC2CC1CC2OCc1ccccc1. Starting materials: BrCc1ccccc1, C1COCCOCCOCCOCCO1, OC1CC2CC1CC2O, [Na+], C1CCOC1, [OH-]. RXN SMILES: [Br:32][CH2:33][c:34]1[cH:35][cH:36][cH:37][cH:38][cH:39]1.[CH2:10]1[O:11][CH2:12][CH2:13][O:14][CH2:15][CH2:16][O:17][CH2:18][CH2:19][O:20][CH2:21][CH2:22][O:23][CH2:24]1.[CH:1]12[CH:2]([OH:9])[CH2:3][CH:4]([CH:5]([OH:7])[CH2:6]1)[CH2:8]2.[Na+:31].[O:25]1[CH2:26][CH2:27][CH2:28][CH2:29]1.[OH-:30]>>[CH:1]12[CH:2]([OH:9])[CH2:3][CH:4]([CH:5]([O:7][CH2:33][c:34]3[cH:35][cH:36][cH:37][cH:38][cH:39]3)[CH2:6]1)[CH2:8]2. Reactants: C1CC(=O)N(C1=O)I (NIS), C(=O)(C(F)(F)F)O (TFA), N1N=CC=C1C(=O)OCC (ethyl 1H-pyrazole-5-carboxylate). Run at time 6 hour. Run in CC#N (CH3CN). As a reaction SMILES: C1C(=O)N([I:8])C(=O)C1.C(O)(C(F)(F)F)=O.[NH:16]1[C:20]([C:21]([O:23][CH2:24][CH3:25])=[O:22])=[CH:19][CH:18]=[N:17]1>CC#N>[I:8][C:19]1[C:20]([C:21]([O:23][CH2:24][CH3:25])=[O:22])=[N:16][NH:17][CH:18]=1. Product: IC=1C(=NNC1)C(=O)OCC (ethyl 4-iodo-1H-pyrazole-3-carboxylate). Procedure: NIS (8.83 g, 39.2 mmol) and TFA (0.825 mL, 10.70 mmol) were added to a stirred solution of ethyl 1H-pyrazole-5-carboxylate (5 g, 35.7 mmol) in CH3CN (120 mL) under Ar. The reaction mixture was stirred for 6 hr at rt, concentrated, diluted with a saturated aqueous solution of NaHCO3, and extracted with EtOAc. The combined organic layers were washed with a saturated aq. NaHCO3 solution, dried over Na2SO4 and evaporated. The crude material was purified by silica gel column chromatography (hexane/Et... Yield: 87.4%. The reactants are BrC=1C2=C(C=NC1)C(CC2)NC(CC)=O ((rac)-N-(4-bromo-6,7-dihydro-5H-cyclopenta[c]pyridin-7-yl)propionamide), FC(C1=CC=C(C=C1)B(O)O)(F)F (4-(trifluoromethyl)phenylboronic acid). Product: FC(C1=CC=C(C=C1)C=1C2=C(C=NC1)C(CC2)NC(CC)=O)(F)F ((rac)-N-(4-(4-(Trifluoromethyl)phenyl)-6,7-dihydro-5H-cyclopenta[c]pyridin-7-yl)propionamide). Yield: 87.0%. RXN SMILES: Br[C:2]1[C:3]2[CH2:10][CH2:9][CH:8]([NH:11][C:12](=[O:15])[CH2:13][CH3:14])[C:4]=2[CH:5]=[N:6][CH:7]=1.[F:16][C:17]([F:28])([F:27])[C:18]1[CH:23]=[CH:22][C:21](B(O)O)=[CH:20][CH:19]=1>>[F:16][C:17]([F:28])([F:27])[C:18]1[CH:23]=[CH:22][C:21]([C:2]2[C:3]3[CH2:10][CH2:9][CH:8]([NH:11][C:12](=[O:15])[CH2:13][CH3:14])[C:4]=3[CH:5]=[N:6][CH:7]=2)=[CH:20][CH:19]=1. Procedure: In analogy to the procedure described for the preparation of example 1, (rac)-N-(4-bromo-6,7-dihydro-5H-cyclopenta[c]pyridin-7-yl)propionamide (intermediate A-4) was reacted with 4-(trifluoromethyl)phenylboronic acid to give the title compound as grey solid in 87% yield. MS: 335.1 (M+H+). Reactants: O.O.O.C(C)(=O)[O-].[Na+] (sodium acetate trihydrate), BrC(C(=O)C(F)(F)F)Br (1,1-dibromo-3,3,3-trifluoroacetone), CC=1C=C(C=O)C=CN1 (2-methylisonicotinaldehyde), N (ammonia). The solvent is O (water), CO (methanol). Reaction conditions: time 4.5 hour. Yields the product FC(C=1N=CNC1)(F)F (4-trifluoromethylimidazole). Reaction SMILES: O.O.O.C([O-])(=O)C.[Na+].Br[CH:10](Br)[C:11]([C:13]([F:16])([F:15])[F:14])=O.CC1C=C(C=[CH:25][N:26]=1)C=O.[NH3:27]>O.CO>[F:14][C:13]([F:16])([F:15])[C:11]1[N:27]=[CH:25][NH:26][CH:10]=1 |f:0.1.2.3.4|. Procedure details: To a solution of sodium acetate trihydrate (5.8 g.) in water (20 ml.) is added 1,1-dibromo-3,3,3-trifluoroacetone (5.9 g., 0.022 mole). The solution is heated 45 minutes at steam bath temperature and then cooled. The solution is added to a solution of 2-methylisonicotinaldehyde (2.4 g., 0.02 mole) in methanol (100 ml.) and concentrated aqueous ammonia (25 ml.). The reaction mixture is allowed to stand 4.5 hours at room temperature. The reaction mixture is concentrated under reduced pressure; an ... Yields the product NC1=C(C(=NC=N1)N[C@@H](C)C1=NN2C(C(N1C1=CC=CC=C1)=O)=C(C=C2)C)Br ((S)-2-(1-((6-Amino-5-bromopyrimidin-4-yl)amino)ethyl)-5-methyl-3-phenylpyrrolo[2,1-f][1,2,4]triazin-4(3H)-one). RXN SMILES: [NH2:1][C@H:2]([C:4]1[N:9]([C:10]2[CH:15]=[CH:14][CH:13]=[CH:12][CH:11]=2)[C:8](=[O:16])[C:7]2=[C:17]([CH3:20])[CH:18]=[CH:19][N:6]2[N:5]=1)[CH3:3].[Br:21][C:22]1[C:23]([NH2:29])=[N:24][CH:25]=[N:26][C:27]=1Cl.[F-].[Cs+].C(N(CC)C(C)C)(C)C>>[NH2:29][C:23]1[N:24]=[CH:25][N:26]=[C:27]([NH:1][C@H:2]([C:4]2[N:9]([C:10]3[CH:15]=[CH:14][CH:13]=[CH:12][CH:11]=3)[C:8](=[O:16])[C:7]3=[C:17]([CH3:20])[CH:18]=[CH:19][N:6]3[N:5]=2)[CH3:3])[C:22]=1[Br:21] |f:2.3|. Yield: 52.7%. Reported procedure: (S)-2-(1-Aminoethyl)-5-methyl-3-phenylpyrrolo[2,1-f][1,2,4]triazin-4(3H)-one (300 mg, 1.12 mmol) was treated 5-bromo-6-chloropyrimidin-4-amine (373 mg, 1.79 mmol), cesium fluoride (340 mg, 2.24 mmol), N,N-diisopropylethylamine (0.974 mL, 5.59 mol) according to Preparation 13. The residue was purified using SP1® Purification System (0% to 10%, dichloromethane-methanol) to give 0.26 g (60% yield) of the title compound as a solid. Purity 98%. The reactants are N[C@@H](C)C1=NN2C(C(N1C1=CC=CC=C1)=O)=C(C=C2)C ((S)-2-(1-Aminoethyl)-5-methyl-3-phenylpyrrolo[2,1-f][1,2,4]triazin-4(3H)-one), BrC=1C(=NC=NC1Cl)N (5-bromo-6-chloropyrimidin-4-amine), [F-].[Cs+] (cesium fluoride), C(C)(C)N(C(C)C)CC (N,N-diisopropylethylamine).